This data is from the Open Reaction Database (ORD), a public repository of structured organic reaction records. The task is: describe an organic reaction: reactants, conditions, products, and yield Reactants: 1-methoxycarbonyl-3,5-hydroxyadamantane, O=O (oxygen), COC(=O)C12CC3CC(CC(C1)C3)C2 (1-methoxycarbonyladamantane). Product: COC(=O)C12CC3(CC(CC(C1)C3)C2)O (1-methoxycarbonyl-3-hydroxyadamantane). The yield is 42.0%. RXN SMILES: [O:1]=O.[CH3:3][O:4][C:5]([C:7]12[CH2:16][CH:11]3[CH2:12][CH:13]([CH2:15][CH:9]([CH2:10]3)[CH2:8]1)[CH2:14]2)=[O:6]>>[CH3:3][O:4][C:5]([C:7]12[CH2:16][CH:11]3[CH2:12][CH:13]([CH2:15][C:9]([OH:1])([CH2:10]3)[CH2:8]1)[CH2:14]2)=[O:6]. Procedure: The oxidization in an oxygen atmosphere was conducted in the same manner as in Preparation Example 1 except that 1-methoxycarbonyladamantane was used instead of the adamantane, and, as a result, a 1-methoxycarbonyl-3-hydroxyadamantane (yield: 42%) and a 1-methoxycarbonyl-3,5-hydroxyadamantane (yield : 33%) were obtained with a conversion of 91%. Procedure: 1.65 g (7.7 mmol) of 4-benzylideneamino-5-imidazole carboxamide, 4.26 g (30.8 mmol) of potassium carbonate, and 3.84 g (23 mmol) of 3,4,5-trimethoxybenzyl chloride were reacted in the same manner as in Reference Example 2 to obtain 1.7 g of 4-amino-1-(3,4,5-trimethoxybenzyl)-5-imidazole carboxamide (yield 73%). The yield is 72.1%. Reactants: C(C1=CC=CC=C1)=NC=1N=CNC1C(=O)N (4-benzylideneamino-5-imidazole carboxamide), C([O-])([O-])=O.[K+].[K+] (potassium carbonate), COC=1C=C(CCl)C=C(C1OC)OC (3,4,5-trimethoxybenzyl chloride). Reaction SMILES: C(=[N:8][C:9]1[N:10]=[CH:11][NH:12][C:13]=1[C:14]([NH2:16])=[O:15])C1C=CC=CC=1.C(=O)([O-])[O-].[K+].[K+].[CH3:23][O:24][C:25]1[CH:26]=[C:27]([CH:30]=[C:31]([O:35][CH3:36])[C:32]=1[O:33][CH3:34])[CH2:28]Cl>>[NH2:8][C:9]1[N:10]=[CH:11][N:12]([CH2:28][C:27]2[CH:26]=[C:25]([O:24][CH3:23])[C:32]([O:33][CH3:34])=[C:31]([O:35][CH3:36])[CH:30]=2)[C:13]=1[C:14]([NH2:16])=[O:15] |f:1.2.3|. Product: NC=1N=CN(C1C(=O)N)CC1=CC(=C(C(=C1)OC)OC)OC (4-amino-1-(3,4,5-trimethoxybenzyl)-5-imidazole carboxamide).